From a dataset of the Open Reaction Database (ORD), a public repository of structured organic reaction records. describe an organic reaction: reactants, conditions, products, and yield Starting materials: CC(=O)[CH-]C(C)=O, CC(C)=O, C=CCP(=O)(OC)OC, OO, [V+3]. Yields the product COP(=O)(CC1CO1)OC. Reaction SMILES: [CH-:17]([C:18](=[O:19])[CH3:20])[C:21](=[O:22])[CH3:23].[CH3:12][C:13](=[O:14])[CH3:15].[CH3:1][O:2][P:3]([O:4][CH3:5])(=[O:6])[CH2:7][CH:8]=[CH2:9].[OH:10][OH:11].[V+3:16]>>[CH3:1][O:2][P:3]([O:4][CH3:5])(=[O:6])[CH2:7][CH:8]1[CH2:9][O:10]1.